This data is from the Open Reaction Database (ORD), a public repository of structured organic reaction records. The task is: describe an organic reaction: reactants, conditions, products, and yield The reactants are O-(7-azabenzotriazol-1-y-)-1,1,3,3-tetramethyluronium hexafluorophosphate, ON1N=NC2=C1N=CC=C2 (1-hydroxy-7-azabenzotriazole), C(C)(C)N(C(C)C)CC (N,N-diisopropylethylamine), C(C)(C)(C)OC([C@H](CC1=CC=C(C=C1)OCC1=NC=CC=C1)N)=O ((S)-2-Amino-3-[4-(pyridin-2-ylmethoxy)-phenyl]-propionic acid tert-butyl ester), N1(CCCCCC1)C(=O)N[C@H](C(=O)O)CC(C)C ((S)-2-[(Azepane-1-carbonyl)-amino]-4-methyl-pentanoic acid). Solvent: C1CCOC1 (THF), C1CCOC1 (THF). Conditions: time 3 hour. Yields the product C(C)(C)(C)OC(C(CC1=CC=C(C=C1)OCC1=NC=CC=C1)NC(C(CC(C)C)NC(=O)N1CCCCCC1)=O)=O (2-{2-[(Azepane-1-carbonyl)-amino]-4-methyl-pentanoylamino}-3-[4-(pyridin-2-ylmethoxy)-phenyl]-propionic acid tert-butyl ester). RXN SMILES: [N:1]1([C:8]([NH:10][C@@H:11]([CH2:15][CH:16]([CH3:18])[CH3:17])[C:12]([OH:14])=O)=[O:9])[CH2:7][CH2:6][CH2:5][CH2:4][CH2:3][CH2:2]1.ON1C2N=CC=CC=2N=N1.C(N(CC)C(C)C)(C)C.[C:38]([O:42][C:43](=[O:61])[C@@H:44]([NH2:60])[CH2:45][C:46]1[CH:51]=[CH:50][C:49]([O:52][CH2:53][C:54]2[CH:59]=[CH:58][CH:57]=[CH:56][N:55]=2)=[CH:48][CH:47]=1)([CH3:41])([CH3:40])[CH3:39]>C1COCC1>[C:38]([O:42][C:43](=[O:61])[CH:44]([NH:60][C:12](=[O:14])[CH:11]([NH:10][C:8]([N:1]1[CH2:2][CH2:3][CH2:4][CH2:5][CH2:6][CH2:7]1)=[O:9])[CH2:15][CH:16]([CH3:18])[CH3:17])[CH2:45][C:46]1[CH:51]=[CH:50][C:49]([O:52][CH2:53][C:54]2[CH:59]=[CH:58][CH:57]=[CH:56][N:55]=2)=[CH:48][CH:47]=1)([CH3:41])([CH3:39])[CH3:40]. Procedure details: The product from Example Z (1.15 g, 4.50 mmol) was dissolved in 50 mL of THF at room temperature with stirring. To the solution were added O-(7-azabenzotriazol-1-y-)-1,1,3,3-tetramethyluronium hexafluorophosphate (HATU, 3.11 g, 8.18 mmol), 1-hydroxy-7-azabenzotriazole (HOAt, 1.11 g, 8.18 mmol), N,N-diisopropylethylamine (DIEA, 2.84 mL, 16.36 mmol) followed by the product from Example M (1.34 g, 4.09 mmol) in 50 mL of THF. After 3 hours, the solution was concentrated under reduced pressure, parti... Starting materials: C(C)(C)(C)OC(=O)N(CCCNC(=O)[C@]12[C@@H]([C@H]3CC[C@@H]4[C@]5(CC=C(C([C@@H]5CC[C@]4([C@@]3(CC1)C)C)(C)C)C1=CC=C(C(=O)OC)C=C1)C)[C@@H](CC2)C(=C)C)C (methyl 4-((1R,3aS,5aR,5bR,7aR,11aS,11bR,13aR,13bR)-3a-(3-(tert-butoxycarbonyl(methyl)amino)propylcarbamoyl)-5a,5b,8,8,11a-pentamethyl-1-(prop-1-en-2-yl)-2,3,3a,4,5,5a,5b,6,7,7a,8,11,11a,11b,12,13,13a,13b-octadecahydro-1H-cyclopenta[a]chrysen-9-yl)benzoate), Cl (HCl). Yields the product C[C@]12CC[C@@]3([C@@H]([C@H]2CC[C@@H]2[C@]4(CC=C(C([C@@H]4CC[C@@]12C)(C)C)C1=CC=C(C(=O)OC)C=C1)C)[C@@H](CC3)C(=C)C)C(NCCCNC)=O (methyl 4-((1R,3aS,5aR,5bR,7aR,11aS,11bR,13aR,13bR)-5a,5b,8,8,11a-pentamethyl-3a-(3-(methylamino)propylcarbamoyl)-1-(prop-1-en-2-yl)-2,3,3a,4,5,5a,5b,6,7,7a,8,11,11a,11b,12,13,13a,13b-octadecahydro-1H-cyclopenta[a]chrysen-9-yl)benzoate). Reaction SMILES: C(O[C:6]([N:8](C)[CH2:9][CH2:10][CH2:11][NH:12][C:13]([C@:15]12[CH2:50][CH2:49][C@@H:48]([C:51]([CH3:53])=[CH2:52])[C@@H:16]1[C@@H:17]1[C@@:30]([CH3:33])([CH2:31][CH2:32]2)[C@@:29]2([CH3:34])[C@@H:20]([C@:21]3([CH3:47])[C@@H:26]([CH2:27][CH2:28]2)[C:25]([CH3:36])([CH3:35])[C:24]([C:37]2[CH:46]=[CH:45][C:40]([C:41]([O:43][CH3:44])=[O:42])=[CH:39][CH:38]=2)=[CH:23][CH2:22]3)[CH2:19][CH2:18]1)=[O:14])=O)(C)(C)C.Cl>>[CH3:33][C@:30]12[C@@:29]3([CH3:34])[C@@H:20]([C@:21]4([CH3:47])[C@@H:26]([CH2:27][CH2:28]3)[C:25]([CH3:35])([CH3:36])[C:24]([C:37]3[CH:46]=[CH:45][C:40]([C:41]([O:43][CH3:44])=[O:42])=[CH:39][CH:38]=3)=[CH:23][CH2:22]4)[CH2:19][CH2:18][C@@H:17]1[C@H:16]1[C@H:48]([C:51]([CH3:53])=[CH2:52])[CH2:49][CH2:50][C@:15]1([C:13](=[O:14])[NH:12][CH2:11][CH2:10][CH2:9][NH:8][CH3:6])[CH2:32][CH2:31]2. Procedure: A vial containing methyl 4-((1R,3aS,5aR,5bR,7aR,11aS,11bR,13aR,13bR)-3a-(3-(tert-butoxycarbonyl(methyl)amino)propylcarbamoyl)-5a,5b,8,8,11a-pentamethyl-1-(prop-1-en-2-yl)-2,3,3a,4,5,5a,5b,6,7,7a,8,11,11a,11b,12,13,13a,13b-octadecahydro-1H-cyclopenta[a]chrysen-9-yl)benzoate (122 mg, 0.164 mmol) was diluted with HCl (4M in dioxane) (3 mL, 12.00 mmol). The mixture was stirred at rt. After 1.5 h of stirring at rt, LC/MS indicated the reaction was complete. The mixture was concentrated under reduced ... Reactants: O=C([O-])[O-], CC(C)(C)Cn1c(CN2CCN(c3ccc(O)cc3)CC2)cc2cnc(C#N)nc21, CCN(C)C, CC(C)=O, Cl, [K+], [K+]. Yields the product CN(C)CCOc1ccc(N2CCN(Cc3cc4cnc(C#N)nc4n3CC(C)(C)C)CC2)cc1. RXN SMILES: [C:37](=[O:38])([O-:39])[O-:40].[CH3:1][C:2]([CH2:3][n:4]1[c:5]([CH2:15][N:16]2[CH2:17][CH2:18][N:19]([c:22]3[cH:23][cH:24][c:25]([OH:28])[cH:26][cH:27]3)[CH2:20][CH2:21]2)[cH:6][c:7]2[c:8]1[n:9][c:10]([C:13]#[N:14])[n:11][cH:12]2)([CH3:29])[CH3:30].[CH3:31][N:32]([CH3:33])[CH2:34][CH3:35].[CH3:43][C:44](=[O:45])[CH3:46].[ClH:36].[K+:41].[K+:42]>>[CH3:1][C:2]([CH2:3][n:4]1[c:5]([CH2:15][N:16]2[CH2:17][CH2:18][N:19]([c:22]3[cH:23][cH:24][c:25]([O:28][CH2:35][CH2:34][N:32]([CH3:31])[CH3:33])[cH:26][cH:27]3)[CH2:20][CH2:21]2)[cH:6][c:7]2[c:8]1[n:9][c:10]([C:13]#[N:14])[n:11][cH:12]2)([CH3:29])[CH3:30]. Reactants: N#Cc1cccc(N=C=O)c1, ClCCl, Nc1ccc(S(=O)(=O)NCc2ccccc2)cc1. The product is N#Cc1cccc(NC(=O)Nc2ccc(S(=O)(=O)NCc3ccccc3)cc2)c1. RXN SMILES: [C:1](#[N:2])[c:3]1[cH:4][c:5]([N:9]=[C:10]=[O:11])[cH:6][cH:7][cH:8]1.[Cl:30][CH2:31][Cl:32].[NH2:12][c:13]1[cH:14][cH:15][c:16]([S:19](=[O:20])(=[O:21])[NH:22][CH2:23][c:24]2[cH:25][cH:26][cH:27][cH:28][cH:29]2)[cH:17][cH:18]1>>[C:1](#[N:2])[c:3]1[cH:4][c:5]([NH:9][C:10](=[O:11])[NH:12][c:13]2[cH:14][cH:15][c:16]([S:19](=[O:20])(=[O:21])[NH:22][CH2:23][c:24]3[cH:25][cH:26][cH:27][cH:28][cH:29]3)[cH:17][cH:18]2)[cH:6][cH:7][cH:8]1.